The task is: describe an organic reaction: reactants, conditions, products, and yield. This data is from the Open Reaction Database (ORD), a public repository of structured organic reaction records. Reactants: CCOC(=O)c1ccc(SCCn2c(-c3cccnc3)c(C)c3ccccc32)cc1, Cl, [Na+], O=C([O-])O. Yields the product Cl, Cc1c(-c2cccnc2)n(CCSc2ccc(C(=O)O)cc2)c2ccccc12. Reaction SMILES: [CH2:1]([CH3:2])[O:3][C:4](=[O:5])[c:6]1[cH:7][cH:8][c:9]([S:12][CH2:13][CH2:14][n:15]2[c:16](-[c:25]3[cH:26][n:27][cH:28][cH:29][cH:30]3)[c:17]([CH3:24])[c:18]3[cH:19][cH:20][cH:21][cH:22][c:23]23)[cH:10][cH:11]1.[ClH:36].[Na+:35].[O-:31][C:32]([OH:33])=[O:34]>>[ClH:36].[O:3]=[C:4]([OH:5])[c:6]1[cH:7][cH:8][c:9]([S:12][CH2:13][CH2:14][n:15]2[c:16](-[c:25]3[cH:26][n:27][cH:28][cH:29][cH:30]3)[c:17]([CH3:24])[c:18]3[cH:19][cH:20][cH:21][cH:22][c:23]23)[cH:10][cH:11]1. The reactants are N1(N=CC=C1)C=1SC=CC1N (2-(1H-pyrazol-1-yl)thiophen-3-amine), COC1=CC=C(C=C1)CC(=O)O (2-(4-methoxyphenyl)acetic acid). Yields the product N1(N=CC=C1)C=1SC=CC1NC(CC1=CC=C(C=C1)OC)=O (N-(2-(1H-pyrazol-1-yl)thiophen-3-yl)-2-(4-methoxyphenyl)acetamide). RXN SMILES: [N:1]1([C:6]2[S:7][CH:8]=[CH:9][C:10]=2[NH2:11])[CH:5]=[CH:4][CH:3]=[N:2]1.[CH3:12][O:13][C:14]1[CH:19]=[CH:18][C:17]([CH2:20][C:21](O)=[O:22])=[CH:16][CH:15]=1>>[N:1]1([C:6]2[S:7][CH:8]=[CH:9][C:10]=2[NH:11][C:21](=[O:22])[CH2:20][C:17]2[CH:18]=[CH:19][C:14]([O:13][CH3:12])=[CH:15][CH:16]=2)[CH:5]=[CH:4][CH:3]=[N:2]1. Procedure details: The title compound was prepared from 2-(1H-pyrazol-1-yl)thiophen-3-amine and 2-(4-methoxyphenyl)acetic acid using protocol B. The solution was directly purified by HPLC to yield N-(2-(1H-pyrazol-1-yl)thiophen-3-yl)-2-(4-methoxyphenyl)acetamide. Method [7] Retention time 5.22 min by HPLC (MH+ 314). 1H NMR (300 MHz, CDCl3) δ 9.94 (broad s, 1H), 8.00 (d, J=5.7 Hz, 1H), 7.61 (d, J=2.7 Hz, 1H), 7.39 (d, J=1.8 Hz, 1H), 7.27 (m, 2H), 6.94 (m, 3H), 6.35 (t, J=2.4 Hz, 1H), 3.87 (s, 3H), 3.71 (s, 2H). RXN SMILES: [Al+3:24].[CH3:1][C:2]1([CH3:22])[c:3]2[cH:4][cH:5][c:6]([NH:14][C:15]([CH2:16][CH2:17][CH2:18][CH2:19][CH3:20])=[O:21])[cH:7][c:8]2[C:9]([CH3:12])([CH3:13])[CH2:10][CH2:11]1.[CH3:37][CH2:38][O:39][CH2:40][CH3:41].[H-:23].[H-:26].[H-:27].[H-:28].[Li+:25].[Mg+2:31].[Na+:30].[O-:32][S:33]([O-:34])(=[O:35])=[O:36].[OH-:29].[OH2:42]>>[CH3:1][C:2]1([CH3:22])[c:3]2[cH:4][cH:5][c:6]([NH:14][CH2:15][CH2:16][CH2:17][CH2:18][CH2:19][CH3:20])[cH:7][c:8]2[C:9]([CH3:12])([CH3:13])[CH2:10][CH2:11]1. The reactants are [Al+3], CCCCCC(=O)Nc1ccc2c(c1)C(C)(C)CCC2(C)C, CCOCC, [H-], [H-], [H-], [H-], [Li+], [Mg+2], [Na+], O=S(=O)([O-])[O-], [OH-], O. Product: CCCCCCNc1ccc2c(c1)C(C)(C)CCC2(C)C. Starting materials: N (ammonia), N(=NC(=O)OC(C)(C)C)C(=O)OC(C)(C)C (di-tert-butyl azodicarboxylate), ClC1=CC=C2C(=C1NC1=NC=NC3=CC(=CC(=C13)OC1CCN(CC1)C)O)OCO2 (4-(6-chloro-2,3-methylenedioxyanilino)-7-hydroxy-5-(N-methylpiperidin-4-yloxy)quinazoline), C1(=CC=CC=C1)P(C1=CC=CC=C1)C1=CC=CC=C1 (triphenylphosphine), solution, Cl (hydrogen chloride), resultant mixture. The solvent is C(C)OCC (Diethyl ether), C(Cl)Cl (methylene chloride), C(Cl)Cl (methylene chloride), C(Cl)Cl (methylene chloride), C(C)O (ethanol), C(C)OCC (diethyl ether). Conditions: time 1.5 hour. Yields the product ClC1=CC=C2C(=C1NC1=NC=NC3=CC(=CC(=C13)OC1CCN(CC1)C)OCC)OCO2 (4-(6-chloro-2,3-methylenedioxyanilino)-7-ethoxy-5-(N-methylpiperidin-4-yloxy)quinazoline). Isolated yield 72.0%. As a reaction SMILES: N(C(OC(C)(C)C)=O)=NC(O[C:6](C)(C)[CH3:7])=O.[Cl:17][C:18]1[C:23]([NH:24][C:25]2[C:34]3[C:29](=[CH:30][C:31]([OH:43])=[CH:32][C:33]=3[O:35][CH:36]3[CH2:41][CH2:40][N:39]([CH3:42])[CH2:38][CH2:37]3)[N:28]=[CH:27][N:26]=2)=[C:22]2[O:44][CH2:45][O:46][C:21]2=[CH:20][CH:19]=1.C1(P(C2C=CC=CC=2)C2C=CC=CC=2)C=CC=CC=1.Cl.N>C(Cl)Cl.C(OCC)C.C(O)C>[Cl:17][C:18]1[C:23]([NH:24][C:25]2[C:34]3[C:29](=[CH:30][C:31]([O:43][CH2:6][CH3:7])=[CH:32][C:33]=3[O:35][CH:36]3[CH2:41][CH2:40][N:39]([CH3:42])[CH2:38][CH2:37]3)[N:28]=[CH:27][N:26]=2)=[C:22]2[O:44][CH2:45][O:46][C:21]2=[CH:20][CH:19]=1. Procedure details: A solution of di-tert-butyl azodicarboxylate (0.26 g) in methylene chloride (1 ml) was added dropwise to a stirred mixture of 4-(6-chloro-2,3-methylenedioxyanilino)-7-hydroxy-5-(N-methylpiperidin-4-yloxy)quinazoline (0.12 g), ethanol (0.019 g), triphenylphosphine (0.15 g) and methylene chloride (2 ml) and the resultant mixture was stirred at ambient temperature for 1 hour. A 2M solution of hydrogen chloride in diethyl ether (3 ml) was added and the mixture was stirred at ambient temperature for ...